describe an organic reaction: reactants, conditions, products, and yield From a dataset of the Open Reaction Database (ORD), a public repository of structured organic reaction records. Reactants: C(C)(=O)OCCOC1=NN(C(=C1C1=CC2=C(OCO2)C=C1)N)C (2-{[5-amino-4-(1,3-benzodioxol-5-yl)-1-methyl-1H-pyrazol-3-yl]oxy}ethyl acetate), C(C)(C)C=1C=CC(=NC1)S(=O)(=O)Cl (5-isopropyl-2-pyridinesulfonyl chloride), C(CC(O)(C(=O)O)CC(=O)O)(=O)O (citric acid). Reagents/catalysts: CN(C1=CC=NC=C1)C (4-dimethylaminopyridine). Run in N1=CC=CC=C1 (pyridine). Reaction conditions: time 8 hour. Yields the product O1COC2=C1C=CC(=C2)C=2C(=NN(C2NS(=O)(=O)C2=NC=C(C=C2)C(C)C)C)OCCO (N-[4-(1,3-benzodioxol-5-yl)-3-(2-hydroxyethoxy)-1-methyl-1H-pyrazol-5-yl]-5-isopropyl-2-pyridinesulfonamide). The yield is 2.5%. As a reaction SMILES: C([O:4][CH2:5][CH2:6][O:7][C:8]1[C:12]([C:13]2[CH:21]=[CH:20][C:16]3[O:17][CH2:18][O:19][C:15]=3[CH:14]=2)=[C:11]([NH2:22])[N:10]([CH3:23])[N:9]=1)(=O)C.[CH:24]([C:27]1[CH:28]=[CH:29][C:30]([S:33](Cl)(=[O:35])=[O:34])=[N:31][CH:32]=1)([CH3:26])[CH3:25].C(O)(=O)CC(CC(O)=O)(C(O)=O)O>N1C=CC=CC=1.CN(C)C1C=CN=CC=1>[O:17]1[C:16]2[CH:20]=[CH:21][C:13]([C:12]3[C:8]([O:7][CH2:6][CH2:5][OH:4])=[N:9][N:10]([CH3:23])[C:11]=3[NH:22][S:33]([C:30]3[CH:29]=[CH:28][C:27]([CH:24]([CH3:26])[CH3:25])=[CH:32][N:31]=3)(=[O:34])=[O:35])=[CH:14][C:15]=2[O:19][CH2:18]1. Procedure: To a solution of 2-{[5-amino-4-(1,3-benzodioxol-5-yl)-1-methyl-1H-pyrazol-3-yl]oxy}ethyl acetate (Preparation 33) (500 mg) in anhydrous pyridine (5 ml) at room temperature and under an atmosphere of nitrogen was added 4-dimethylaminopyridine (191 mg) and 5-isopropyl-2-pyridinesulfonyl chloride (1.72 g). After being left to reflux overnight, the reaction mixture was poured onto saturated citric acid solution (50 ml) and extracted with ethyl acetate (2×50 ml). The organic fractions were washed wit... As a reaction SMILES: ClC1C=C(S)C=CC=1.C(=O)([O-])[O-].[Na+].[Na+].[Cl:15][C:16]1[CH:17]=[C:18]([S:22][CH:23]2[CH2:28][CH2:27][CH2:26][N:25](S(C3C=CC(C)=CC=3)(=O)=O)[CH2:24]2)[CH:19]=[CH:20][CH:21]=1.C1(O)C=CC=CC=1.[BrH:46]>CN(C)C=O>[BrH:46].[Cl:15][C:16]1[CH:17]=[C:18]([S:22][CH:23]2[CH2:28][CH2:27][CH2:26][NH:25][CH2:24]2)[CH:19]=[CH:20][CH:21]=1 |f:1.2.3,8.9|. Run at temperature 100 celsius. Yields the product Br.ClC=1C=C(C=CC1)SC1CNCCC1 (3-[(3-Chlorophenyl)thio]piperidine hydrobromide). Reported procedure: A mixture of 25.2 g (0.175 mole) of m-chlorothiophenol, 48.26 g (0.118 mole) of 1-[(4-methylphenyl)sulfonyl]-3-piperidinol-4-methylphenylsulfonate ester and 56 g of sodium carbonate in 300 ml of dimethylformamide was heated at 100° C. for 22 hr. The mixture was cooled and quenched in excess 1M sodium hydroxide solution. The aqueous mixture was extracted with several portions of methylene chloride and the combined methylene chloride extracts were extracted with several portions of 1N sodium hydro... The reactants are C1(=CC=CC=C1)O (phenol), Br (hydrobromic acid), ClC=1C=C(C=CC1)SC1CN(CCC1)S(=O)(=O)C1=CC=C(C=C1)C (3-[(3-chlorophenyl)thio]-1-[(4-methylphenyl)sulfonyl]piperidine), ClC=1C=C(C=CC1)S (m-chlorothiophenol), 1-[(4-methylphenyl)sulfonyl]-3-piperidinol 4-methylphenylsulfonate ester, C([O-])([O-])=O.[Na+].[Na+] (sodium carbonate). Run in CN(C=O)C (dimethylformamide).